This data is from the Open Reaction Database (ORD), a public repository of structured organic reaction records. The task is: describe an organic reaction: reactants, conditions, products, and yield The reactants are resultant precipitate, [N+](=O)([O-])C1=CC=C(C=C1)N1CC(C1)O (1-(4-Nitro-phenyl)-azetidin-3-ol), CS(=O)(=O)Cl (methanesulfonyl chloride), O (Water). The solvent is N1=CC=CC=C1 (pyridine). Conditions: time 8 hour. Product: [N+](=O)([O-])C1=CC=C(C=C1)N1CC(C1)OS(=O)(=O)C (Methanesulfonic acid 1-(4-nitro-phenyl)-azetidin-3-yl ester). Isolated yield 53.0%. RXN SMILES: [N+:1]([C:4]1[CH:9]=[CH:8][C:7]([N:10]2[CH2:13][CH:12]([OH:14])[CH2:11]2)=[CH:6][CH:5]=1)([O-:3])=[O:2].[CH3:15][S:16](Cl)(=[O:18])=[O:17].O>N1C=CC=CC=1>[N+:1]([C:4]1[CH:5]=[CH:6][C:7]([N:10]2[CH2:11][CH:12]([O:14][S:16]([CH3:15])(=[O:18])=[O:17])[CH2:13]2)=[CH:8][CH:9]=1)([O-:3])=[O:2]. Reported procedure: 1-(4-Nitro-phenyl)-azetidin-3-ol (which was obtained in Example 396) (5.0 g, 25.8 mmol) was added to a solution of methanesulfonyl chloride (2.2 mL, 28.3 mmol) in dry pyridine (35 mL) and stirred at room temperature overnight. Water was added and the resultant precipitate was captured on a filter, washed with water, methanol, and hexanes to give 3.72 g of the desired product as an orange solid; 1H NMR (DMSO-d6) δ3.35 (s, 3H), 4.15 (m, 3H), 4.45 (m, 2H), 5.48 (m, 1H), 6.53 (d, 2H, J=9.12 Hz), 8.0... The reactants are O=c1[nH]nc(Cl)c2cc(Br)ccc12, CN1CCN(c2ccccc2CN)CC1, CCOC(C)=O, O=C(C=Cc1ccccc1)C=Cc1ccccc1, O=C(C=Cc1ccccc1)C=Cc1ccccc1, O=C(C=Cc1ccccc1)C=Cc1ccccc1, [Pd], [Pd]. Yields the product CN1CCN(c2ccccc2CNc2ccc3c(=O)[nH]nc(Cl)c3c2)CC1. As a reaction SMILES: [Br:1][c:2]1[cH:3][c:4]2[c:5]([Cl:13])[n:6][nH:7][c:8](=[O:12])[c:9]2[cH:10][cH:11]1.[CH3:14][N:15]1[CH2:16][CH2:17][N:18]([c:21]2[c:22]([CH2:23][NH2:24])[cH:25][cH:26][cH:27][cH:28]2)[CH2:19][CH2:20]1.[CH3:29][CH2:30][O:31][C:32]([CH3:33])=[O:34].[O:37]=[C:38]([CH:39]=[CH:40][c:41]1[cH:42][cH:43][cH:44][cH:45][cH:46]1)[CH:47]=[CH:48][c:49]1[cH:50][cH:51][cH:52][cH:53][cH:54]1.[O:55]=[C:56]([CH:57]=[CH:58][c:59]1[cH:60][cH:61][cH:62][cH:63][cH:64]1)[CH:65]=[CH:66][c:67]1[cH:68][cH:69][cH:70][cH:71][cH:72]1.[O:73]=[C:74]([CH:75]=[CH:76][c:77]1[cH:78][cH:79][cH:80][cH:81][cH:82]1)[CH:83]=[CH:84][c:85]1[cH:86][cH:87][cH:88][cH:89][cH:90]1.[Pd:35].[Pd:36]>>[c:2]1([NH:24][CH2:23][c:22]2[c:21]([N:18]3[CH2:17][CH2:16][N:15]([CH3:14])[CH2:20][CH2:19]3)[cH:28][cH:27][cH:26][cH:25]2)[cH:3][c:4]2[c:5]([Cl:13])[n:6][nH:7][c:8](=[O:12])[c:9]2[cH:10][cH:11]1. Starting materials: ClC1=NN2C(C(=CC=C2)C2=C(C(=CC=C2)OC)OC)=N1 (2-chloro-8-(2,3-dimethoxy-phenyl)-[1,2,4]-triazolo[1,5-a]pyridine), C(C)(C)(C)OC(=O)N1CCC(CC1)C1=CC=C(C=C1)N (4-(4-amino-phenyl)-piperidine-1-carboxylic acid tert-butyl ester), 311b. The product is C(C)(C)(C)OC(=O)N1CCC(CC1)C1=CC=C(C=C1)NC1=NN2C(C(=CC=C2)C2=C(C(=CC=C2)OC)OC)=N1 (4-{4-[8-(2,3-Dimethoxy-phenyl)-[1,2,4]-triazolo[1,5-a]pyridin-2-ylamino]-phenyl}-piperidine-1-carboxylic acid tert-butyl ester), product. The yield is 72.0%. As a reaction SMILES: Cl[C:2]1[N:20]=[C:5]2[C:6]([C:10]3[CH:15]=[CH:14][CH:13]=[C:12]([O:16][CH3:17])[C:11]=3[O:18][CH3:19])=[CH:7][CH:8]=[CH:9][N:4]2[N:3]=1.[C:21]([O:25][C:26]([N:28]1[CH2:33][CH2:32][CH:31]([C:34]2[CH:39]=[CH:38][C:37]([NH2:40])=[CH:36][CH:35]=2)[CH2:30][CH2:29]1)=[O:27])([CH3:24])([CH3:23])[CH3:22]>>[C:21]([O:25][C:26]([N:28]1[CH2:33][CH2:32][CH:31]([C:34]2[CH:39]=[CH:38][C:37]([NH:40][C:2]3[N:20]=[C:5]4[C:6]([C:10]5[CH:15]=[CH:14][CH:13]=[C:12]([O:16][CH3:17])[C:11]=5[O:18][CH3:19])=[CH:7][CH:8]=[CH:9][N:4]4[N:3]=3)=[CH:36][CH:35]=2)[CH2:30][CH2:29]1)=[O:27])([CH3:24])([CH3:22])[CH3:23]. Procedure details: 4-{4-[8-(2,3-Dimethoxy-phenyl)-[1,2,4]-triazolo[1,5-a]pyridin-2-ylamino]-phenyl}-piperidine-1-carboxylic acid tert-butyl ester was prepared from 2-chloro-8-(2,3-dimethoxy-phenyl)-[1,2,4]-triazolo[1,5-a]pyridine (0.200 g, 0.690 mmol) and 4-(4-amino-phenyl)-piperidine-1-carboxylic acid tert-butyl ester (0.229 g, 0.828 mmol) in a manner analogous to Example 311a and 311b to give product (0.264 g, 72%). MP=93-95° C. 1H NMR (400 MHz, (D3C)2SO, δ, ppm): 9.55 (s, 1H), 8.77 (d, 1H), 7.52 (m, 3H), 7.15 (... Reactants: CNC1=CC=C(C(=O)N2CCN(CC2)CCC2=CC=C(C=C2)Cl)C=C1 (1-[4-(N-methylamino)benzoyl]-4-[2-(4-chlorophenyl)ethyl]-piperazine), CNC1=CC=C(C(=O)O)C=C1 (p-(N-methylamino)benzoic acid). Product: Cl.CNC1=CC=C(C(=O)N2CCN(CC2)CCC2=CC=C(C=C2)Cl)C=C1 (1-[4-(N-methylamino)benzoyl]-4-[2-(4-chlorophenyl)ethyl]-piperazine hydrochloride). RXN SMILES: [CH3:1][NH:2][C:3]1[CH:25]=[CH:24][C:6]([C:7]([N:9]2[CH2:14][CH2:13][N:12]([CH2:15][CH2:16][C:17]3[CH:22]=[CH:21][C:20]([Cl:23])=[CH:19][CH:18]=3)[CH2:11][CH2:10]2)=[O:8])=[CH:5][CH:4]=1.CNC1C=CC(C(O)=O)=CC=1>>[ClH:23].[CH3:1][NH:2][C:3]1[CH:4]=[CH:5][C:6]([C:7]([N:9]2[CH2:10][CH2:11][N:12]([CH2:15][CH2:16][C:17]3[CH:18]=[CH:19][C:20]([Cl:23])=[CH:21][CH:22]=3)[CH2:13][CH2:14]2)=[O:8])=[CH:24][CH:25]=1 |f:2.3|. Procedure: 1-[4-(N-methylamino)benzoyl]-4-[2-(4-chlorophenyl)ethyl]-piperazine can be prepared from 3 g of p-(N-methylamino)benzoic acid in a manner analogous to that described in Example 1. 1-[4-(N-methylamino)benzoyl]-4-[2-(4-chlorophenyl)ethyl]-piperazine hydrochloride having a melting point of 156°-158° is obtained therefrom by treatment with a solution of hydrogen chloride in ethyl acetate. Reactants: CS(=O)(=O)CCOS(C)(=O)=O, COc1cccc(C(=O)Nc2ccc(OCCN)c(-c3ccnn3C)c2)c1, CN(C)C=O. The product is COc1cccc(C(=O)Nc2ccc(OCCNCCS(C)(=O)=O)c(-c3ccnn3C)c2)c1. Reaction SMILES: [CH3:1][S:2]([O:3][CH2:6][CH2:7][S:8](=[O:9])(=[O:10])[CH3:11])(=[O:4])=[O:5].[NH2:12][CH2:13][CH2:14][O:15][c:16]1[c:17](-[c:33]2[cH:34][cH:35][n:36][n:37]2[CH3:38])[cH:18][c:19]([NH:22][C:23]([c:24]2[cH:25][c:26]([O:30][CH3:31])[cH:27][cH:28][cH:29]2)=[O:32])[cH:20][cH:21]1.[O:39]=[CH:40][N:41]([CH3:42])[CH3:43]>>[CH2:6]([CH2:7][S:8](=[O:9])(=[O:10])[CH3:11])[NH:12][CH2:13][CH2:14][O:15][c:16]1[c:17](-[c:33]2[cH:34][cH:35][n:36][n:37]2[CH3:38])[cH:18][c:19]([NH:22][C:23]([c:24]2[cH:25][c:26]([O:30][CH3:31])[cH:27][cH:28][cH:29]2)=[O:32])[cH:20][cH:21]1. Reactants: CCOC(=O)C(=Cc1ccc(OCc2nc(-c3ccccc3F)oc2C)cc1C)OCC, [Na+], [OH-]. Product: CCOC(=Cc1ccc(OCc2nc(-c3ccccc3F)oc2C)cc1C)C(=O)O. As a reaction SMILES: [CH2:1]([CH3:2])[O:3][C:4]([C:5](=[CH:6][c:7]1[c:8]([CH3:28])[cH:9][c:10]([O:13][CH2:14][c:15]2[n:16][c:17](-[c:21]3[c:22]([F:27])[cH:23][cH:24][cH:25][cH:26]3)[o:18][c:19]2[CH3:20])[cH:11][cH:12]1)[O:29][CH2:30][CH3:31])=[O:32].[Na+:34].[OH-:33]>>[O:3]=[C:4]([C:5](=[CH:6][c:7]1[c:8]([CH3:28])[cH:9][c:10]([O:13][CH2:14][c:15]2[n:16][c:17](-[c:21]3[c:22]([F:27])[cH:23][cH:24][cH:25][cH:26]3)[o:18][c:19]2[CH3:20])[cH:11][cH:12]1)[O:29][CH2:30][CH3:31])[OH:32].